From a dataset of the Open Reaction Database (ORD), a public repository of structured organic reaction records. describe an organic reaction: reactants, conditions, products, and yield Reactants: [Cl-].[Cl-].[Cl-].[Sm+3] (samarium trichloride), C(CCC)[Li] (n-butyllithium), C1=CC=C2C(=C1)C=CC(=C2C3=C(C=CC4=CC=CC=C43)O)O ((R)-1,1'-bi-2-naphthol), CC(C)([O-])C.[Na+] (sodium t-butoxide), O (water), [Li] (lithium). The solvent is C1CCOC1 (THF), CCCCCC (hexane), C1CCOC1 (THF), C1CCOC1 (THF). Run at time 15 hour. Yields the product [Sm].C1=CC=C2C(=C1)C=CC(=C2C3=C(C=CC4=CC=CC=C43)O)O (samarium (R)-1,1'-bi-2-naphthol). As a reaction SMILES: [Cl-].[Cl-].[Cl-].[Sm+3:4].[Li].C([Li])CCC.[CH:11]1[CH:16]=[C:15]2[CH:17]=[CH:18][C:19]([OH:32])=[C:20]([C:21]3[C:30]4[C:25](=[CH:26][CH:27]=[CH:28][CH:29]=4)[CH:24]=[CH:23][C:22]=3[OH:31])[C:14]2=[CH:13][CH:12]=1.CC(C)([O-])C.[Na+].O>C1COCC1.CCCCCC>[Sm:4].[CH:27]1[CH:26]=[C:25]2[CH:24]=[CH:23][C:22]([OH:31])=[C:21]([C:20]3[C:14]4[C:15](=[CH:16][CH:11]=[CH:12][CH:13]=4)[CH:17]=[CH:18][C:19]=3[OH:32])[C:30]2=[CH:29][CH:28]=1 |f:0.1.2.3,7.8,12.13,^1:4|. Procedure: To a suspension of 128 mg (0.50 mmol) of anhydrous samarium trichloride (SmCl3) in 4.0 ml of THF were added, in an argon atmosphere at room temperature, a lithium binaphthoxide solution in THF [prepared by adding 1.25 ml (2.0 mmol) of a 1.6N n-butyllithium solution in hexane to a solution of 286.4 mg (1.0 mmol) of (R)-1,1'-bi-2-naphthol in 4.0 ml of THF], 48.1 mg (0.50 mmol) of sodium t-butoxide and 99 μl (5.5 mmol) of water, in that order, and the mixture was stirred at room temperature for 15 ... The reactants are C1=CC=CC=2SC3=CC=CC=C3NC12 (phenothiazine), C1COCCOCCOCCOCCOCCO1 (18-crown-6-ether), IC1=NC=CC=C1 (2-iodopyridine), C([O-])([O-])=O.[K+].[K+] (potassium carbonate). The reagents and catalysts are [Cu] (copper). The solvent is ClC1=C(C=CC=C1)Cl (o-dichlorobenzene). The product is N1=C(C=CC=C1)N1C2=CC=CC=C2SC=2C=CC=CC12 (ppt). Yield: 70.0%. Reaction SMILES: [CH:1]1[C:14]2[NH:13][C:12]3[C:7](=[CH:8][CH:9]=[CH:10][CH:11]=3)[S:6][C:5]=2[CH:4]=[CH:3][CH:2]=1.I[C:16]1[CH:21]=[CH:20][CH:19]=[CH:18][N:17]=1.C(=O)([O-])[O-].[K+].[K+].C1OCCOCCOCCOCCOCCOC1>ClC1C=CC=CC=1Cl.[Cu]>[N:17]1[CH:18]=[CH:19][CH:20]=[CH:21][C:16]=1[N:13]1[C:14]2[CH:1]=[CH:2][CH:3]=[CH:4][C:5]=2[S:6][C:7]2[C:12]1=[CH:11][CH:10]=[CH:9][CH:8]=2 |f:2.3.4|. Reported procedure: To start with, 2.35 g (11.8 mmol) of phenothiazine (product of Tokyo Kasei Kogyo Co., Ltd.), 3.63 g (17.7 mmol) of 2-iodopyridine (product of Tokyo Kasei Kogyo Co., Ltd.), 6.5 g of potassium carbonate, 1.5 g of copper powder, and 0.31 g of 18-crown-6-ether were mixed with the use of 20 ml of o-dichlorobenzene as a solvent, followed by reflux under a nitrogen atmosphere for 16 hours. After that, copper and inorganic salt were removed and then column purification using a toluene solvent was perfor... Reactants: COC1=CC2=C(C(=C(O2)C=2C=NNC2)C(=O)C2=CC(=C(C(=C2)OC)OC)OC)C=C1 ([6-Methoxy-2-(1H-pyrazol-4-yl)-benzofuran-3-yl]-(3,4,5-trimethoxyphenyl)-methanone), [H-].[Na+] (sodium hydride), Cl.ClCCN(C)C (2-chloroethyl-dimethylamine hydrogen chloride). Run in CS(=O)C (DMSO). Run at time 20 minute. Yields the product CN(CCN1N=CC(=C1)C=1OC2=C(C1C(=O)C1=CC(=C(C(=C1)OC)OC)OC)C=CC(=C2)OC)C ({2-[1-(2-Dimethylamino-ethyl)-1H-pyrazol-4-yl]-6-methoxy-benzofuran-3-yl}-(3,4,5-trimethoxyphenyl)-methanone). Isolated yield 43.6%. As a reaction SMILES: [CH3:1][O:2][C:3]1[CH:30]=[CH:29][C:6]2[C:7]([C:15]([C:17]3[CH:22]=[C:21]([O:23][CH3:24])[C:20]([O:25][CH3:26])=[C:19]([O:27][CH3:28])[CH:18]=3)=[O:16])=[C:8]([C:10]3[CH:11]=[N:12][NH:13][CH:14]=3)[O:9][C:5]=2[CH:4]=1.[H-].[Na+].Cl.Cl[CH2:35][CH2:36][N:37]([CH3:39])[CH3:38]>CS(C)=O>[CH3:38][N:37]([CH3:39])[CH2:36][CH2:35][N:13]1[CH:14]=[C:10]([C:8]2[O:9][C:5]3[CH:4]=[C:3]([O:2][CH3:1])[CH:30]=[CH:29][C:6]=3[C:7]=2[C:15]([C:17]2[CH:18]=[C:19]([O:27][CH3:28])[C:20]([O:25][CH3:26])=[C:21]([O:23][CH3:24])[CH:22]=2)=[O:16])[CH:11]=[N:12]1 |f:1.2,3.4|. Procedure: To a stirred solution of [6-Methoxy-2-(1H-pyrazol-4-yl)-benzofuran-3-yl]-(3,4,5-trimethoxyphenyl)-methanone (45 mg, 0.11 mmol) in dry DMSO (1.5 mL) was added sodium hydride (60% dispersion in mineral oil, 13 mg, 0.33 mmol) and the reaction was stirred at room temperature for 20 minutes. After this time the resulting yellow suspension was treated with 2-chloroethyl-dimethylamine hydrogen chloride (24 mg, 0.17 mmol) and heated to 35-40° C. for 5 h. The reaction was quenched with water (15 mL) and ... The reactants are C(C1=CC=CC=C1)OC([C@@H](NC([C@@H](NC([C@@H](NC(CNC([C@@H](NC(=O)OC(C)(C)C)CC1=CC=C(C=C1)O)=O)=O)C)=O)CC1=CC=CC=C1)=O)CC(C)C)=O (N-t-butoxycarbonyl-L-tyrosylglycyl-L-alanyl-L-phenylalanyl-L-leucine benzyl ester), C(C)(C)(C)OC(=O)N[C@@H](CC1=CC=C(C=C1)O)C(=O)NCC(=O)CC(C(=O)O)(C)N (N-t-butoxycarbonyl-L-tyrosylglycyl-α-aminoisobutyric acid), C(C)(C)(C)OC(=O)N[C@@H](CC1=CC=C(C=C1)O)C(=O)N(C(C(=O)O)N)C(C(C)C)=O (N-t-butoxycarbonyl-L-tyrosyl-α-aminoisobutyrylglycine). Yields the product C(C1=CC=CC=C1)OC([C@@H](NC([C@@](N(C(C(C)C)=O)C(CNC([C@@H](NC(=O)OC(C)(C)C)CC1=CC=C(C=C1)O)=O)=O)(CC1=CC=CC=C1)N)=O)CC(C)C)=O (N-t-butoxycarbonyl-L-tyrosylglycyl-α-aminoisobutyryl-L-phenylalanyl-L-leucine benzyl ester), C(C1=CC=CC=C1)OC([C@@H](NC([C@@H](NC(C(N(C(C(C)C)=O)C([C@@H](NC(=O)OC(C)(C)C)CC1=CC=C(C=C1)O)=O)N)=O)CC1=CC=CC=C1)=O)CC(C)C)=O (N-t-butoxycarbonyl-L-tyrosyl--α-aminoisobutyrylglycyl-L-phenylalanyl-L-leucine benzyl ester). Reaction SMILES: [C:1]([O:5][C:6]([NH:8][C@H:9]([C:18]([NH:20][CH2:21]C(CC(N)(C)C(O)=O)=O)=[O:19])[CH2:10][C:11]1[CH:16]=[CH:15][C:14]([OH:17])=[CH:13][CH:12]=1)=[O:7])([CH3:4])([CH3:3])[CH3:2].[C:31]([O:35][C:36]([NH:38][C@H:39]([C:48]([N:50]([C:56](=[O:60])[CH:57]([CH3:59])[CH3:58])[CH:51]([NH2:55])[C:52]([OH:54])=[O:53])=[O:49])[CH2:40][C:41]1[CH:46]=[CH:45][C:44]([OH:47])=[CH:43][CH:42]=1)=[O:37])([CH3:34])([CH3:33])[CH3:32].[CH2:61]([O:68][C:69](=[O:115])[C@H:70]([CH2:111][CH:112]([CH3:114])[CH3:113])[NH:71][C:72](=[O:110])[C@H:73]([CH2:103][C:104]1[CH:109]=[CH:108][CH:107]=[CH:106][CH:105]=1)[NH:74]C(=O)[C@H](C)NC(=O)CNC(=O)[C@H](CC1C=CC(O)=CC=1)NC(OC(C)(C)C)=O)[C:62]1[CH:67]=[CH:66][CH:65]=[CH:64][CH:63]=1>>[CH2:61]([O:68][C:69](=[O:115])[C@H:70]([CH2:111][CH:112]([CH3:113])[CH3:114])[NH:71][C:52](=[O:53])[C@:51]([NH2:55])([CH2:10][C:11]1[CH:16]=[CH:15][CH:14]=[CH:13][CH:12]=1)[N:50]([C:48](=[O:49])[CH2:21][NH:20][C:18](=[O:19])[C@H:9]([CH2:10][C:11]1[CH:12]=[CH:13][C:14]([OH:17])=[CH:15][CH:16]=1)[NH:8][C:6]([O:5][C:1]([CH3:2])([CH3:3])[CH3:4])=[O:7])[C:56](=[O:60])[CH:57]([CH3:58])[CH3:59])[C:62]1[CH:63]=[CH:64][CH:65]=[CH:66][CH:67]=1.[CH2:61]([O:68][C:69](=[O:115])[C@H:70]([CH2:111][CH:112]([CH3:113])[CH3:114])[NH:71][C:72](=[O:110])[C@H:73]([CH2:103][C:104]1[CH:109]=[CH:108][CH:107]=[CH:106][CH:105]=1)[NH:74][C:52](=[O:54])[CH:51]([NH2:55])[N:50]([C:48](=[O:49])[C@H:39]([CH2:40][C:41]1[CH:42]=[CH:43][C:44]([OH:47])=[CH:45][CH:46]=1)[NH:38][C:36]([O:35][C:31]([CH3:34])([CH3:32])[CH3:33])=[O:37])[C:56](=[O:60])[CH:57]([CH3:58])[CH3:59])[C:62]1[CH:63]=[CH:64][CH:65]=[CH:66][CH:67]=1. Reported procedure: When an equivalent quantity of N-t-butoxycarbonyl-L-tyrosylglycyl-α-aminoisobutyric acid or N-t-butoxycarbonyl-L-tyrosyl-α-aminoisobutyrylglycine is substituted for the N-t-butoxycarbonyl-L-tyrosylglycyl-L-alanine of Example 12, and the procedure detailed therein substantially repeated, there is obtained N-t-butoxycarbonyl-L-tyrosylglycyl-α-aminoisobutyryl-L-phenylalanyl-L-leucine benzyl ester or N-t-butoxycarbonyl-L-tyrosyl--α-aminoisobutyrylglycyl-L-phenylalanyl-L-leucine benzyl ester, respect... Reactants: CC=1SC(=CN1)C(=O)O (2-methyl-thiazole-5-carboxylic acid), [Li]CCCC (BuLi), FC=1C=CC(=NC1)C1=NOC(=C1C=O)C (3-(5-fluoro-pyridin-2-yl)-5-methyl-isoxazole-4-carbaldehyde). Solvent: C1CCOC1 (THF), C1CCOC1 (THF). The product is FC=1C=CC(=NC1)C1=NOC(=C1C(CC=1SC(=CN1)C(=O)O)O)C (2-{2-[3-(5-Fluoro-pyridin-2-yl)-5-methyl-isoxazol-4-yl]-2-hydroxy-ethyl}-thiazole-5-carboxylic acid). The yield is 65.8%. RXN SMILES: [CH3:1][C:2]1[S:3][C:4]([C:7]([OH:9])=[O:8])=[CH:5][N:6]=1.[Li]CCCC.[F:15][C:16]1[CH:17]=[CH:18][C:19]([C:22]2[C:26]([CH:27]=[O:28])=[C:25]([CH3:29])[O:24][N:23]=2)=[N:20][CH:21]=1>C1COCC1>[F:15][C:16]1[CH:17]=[CH:18][C:19]([C:22]2[C:26]([CH:27]([OH:28])[CH2:1][C:2]3[S:3][C:4]([C:7]([OH:9])=[O:8])=[CH:5][N:6]=3)=[C:25]([CH3:29])[O:24][N:23]=2)=[N:20][CH:21]=1. Procedure details: To a stirred solution of 2-methyl-thiazole-5-carboxylic acid (1.15 g, 8.05 mmol) in THF (67 mL) at −70° C. and under argon was added BuLi (1.6M in hexanes, 10.06 mL, 16.1 mmol) dropwise. After 2 h a solution of 3-(5-fluoro-pyridin-2-yl)-5-methyl-isoxazole-4-carbaldehyde (1.66 g, 8.05 mmol) in THF (24 mL) was added dropwise. After 3 h the reaction mixture was quenched with citric acid solution (5%, 50 mL) then warmed to room temperature and extracted with ethyl acetate. The combined extracts were... The reactants are C(C)OC(=O)C1=NN=C2N1CCN(C2)CC2=CC=C(C=C2)[C@H]2COC=1C(=NC=CC1)O2 (7-[(S)-4-(2,3-dihydro-[1,4]dioxino[2,3-b]pyridin-3-yl)-benzyl]-5,6,7,8-tetrahydro-[1,2,4]triazolo[4,3-a]pyrazine-3-carboxylic acid ethyl ester), N (ammonia), CO (methanol). Yields the product O1C[C@@H](OC2=NC=CC=C21)C2=CC=C(CN1CC=3N(CC1)C(=NN3)C(=O)N)C=C2 (7-[(S)-4-(2,3-Dihydro-[1,4]dioxino[2,3-b]pyridin-3-yl)-benzyl]-5,6,7,8-tetrahydro-[1,2,4]triazolo[4,3-a]pyrazine-3-carboxylic acid amide). RXN SMILES: C([O:3][C:4]([C:6]1[N:10]2[CH2:11][CH2:12][N:13]([CH2:15][C:16]3[CH:21]=[CH:20][C:19]([C@@H:22]4[O:31][C:26]5=[N:27][CH:28]=[CH:29][CH:30]=[C:25]5[O:24][CH2:23]4)=[CH:18][CH:17]=3)[CH2:14][C:9]2=[N:8][N:7]=1)=O)C.[NH3:32].CO>>[O:24]1[C:25]2[C:26](=[N:27][CH:28]=[CH:29][CH:30]=2)[O:31][C@@H:22]([C:19]2[CH:18]=[CH:17][C:16]([CH2:15][N:13]3[CH2:12][CH2:11][N:10]4[C:6]([C:4]([NH2:32])=[O:3])=[N:7][N:8]=[C:9]4[CH2:14]3)=[CH:21][CH:20]=2)[CH2:23]1. Procedure: A solution of compound 240 (6.98 g, 16.6 mmol) in a solution of ammonia in methanol (102 mL, 7 mmol) is stirred at 90° C. in a pressure tube for 22 h. The mixture is gradually cooled to rt. The mixture is filtered, and the solids are washed with chilled methanol then air dried to give the title product 241. (LC/MS method 16: ES+ m/z 393.3 [M+H]+, Rt=2.60 min)